describe an organic reaction: reactants, conditions, products, and yield From a dataset of the Open Reaction Database (ORD), a public repository of structured organic reaction records. Starting materials: NCCN1C=C(C(=C1Cl)C1=CC(=CC=C1)C#N)C(=O)OC (methyl 1-(2-aminoethyl)-5-chloro-4-(3-cyanophenyl)-1H-pyrrole-3-carboxylate), Cl (hydrochloric acid), N (ammonia), C=O (paraformaldehyde). Run in CO (methanol), O (water). Conditions: temperature 90 celsius, time 4 hour. Product: ClC1=C(C(=C2N1CCNC2)C(=O)OC)C2=CC(=CC=C2)C#N (methyl 6-chloro-7-(3-cyanophenyl)-1,2,3,4-tetrahydropyrrolo[1,2-a]pyrazine-8-carboxylate). Isolated yield 224.9%. RXN SMILES: [NH2:1][CH2:2][CH2:3][N:4]1[C:8]([Cl:9])=[C:7]([C:10]2[CH:15]=[CH:14][CH:13]=[C:12]([C:16]#[N:17])[CH:11]=2)[C:6]([C:18]([O:20][CH3:21])=[O:19])=[CH:5]1.Cl.[CH2:23]=O.N>CO.O>[Cl:9][C:8]1[N:4]2[CH2:3][CH2:2][NH:1][CH2:23][C:5]2=[C:6]([C:18]([O:20][CH3:21])=[O:19])[C:7]=1[C:10]1[CH:15]=[CH:14][CH:13]=[C:12]([C:16]#[N:17])[CH:11]=1. Procedure: To a solution of 8.41 g (27.7 mmol) of methyl 1-(2-aminoethyl)-5-chloro-4-(3-cyanophenyl)-1H-pyrrole-3-carboxylate in 20 ml of methanol are added 84 ml (340 mmol) of aqueous 4N hydrochloric acid solution. The formation of a white precipitate is rapidly observed and the medium then becomes clear, while the mixture is heated to 90° C. and 0.92 g (10 mmol) of paraformaldehyde is added. Heating is continued at 90° C. for 4 hours. After cooling, the reaction medium is poured into 200 ml of water and ... Starting materials: ClC1=CC(=C(CN2N=C3C(=CC=CC3=C2C2=CC=C(OC3=C4CCCC(C4=CC=C3)=O)C=C2)C(F)(F)F)C=C1)F (5-{4-[2-(4-chloro-2-fluorobenzyl)-7-(trifluoromethyl)-2H-indazol-3-yl]phenoxy}-3,4-dihydronaphthalen-1(2H)-one), [BH4-].[Na+] (NaBH4). Solvent: CCO (EtOH), CCO (EtOH). Reaction conditions: time 8 hour. Product: ClC1=CC(=C(CN2N=C3C(=CC=CC3=C2C2=CC=C(OC3=C4CCCC(C4=CC=C3)O)C=C2)C(F)(F)F)C=C1)F (5-{4-[2-(4-CHLORO-2-FLUOROBENZYL)-7-(TRIFLUOROMETHYL)-2H-INDAZOL-3-YL]PHENOXY}-1,2,3,4-TETRAHYDRONAPHTHALEN-1-OL). As a reaction SMILES: [Cl:1][C:2]1[CH:39]=[CH:38][C:5]([CH2:6][N:7]2[C:15]([C:16]3[CH:33]=[CH:32][C:19]([O:20][C:21]4[CH:30]=[CH:29][CH:28]=[C:27]5[C:22]=4[CH2:23][CH2:24][CH2:25][C:26]5=[O:31])=[CH:18][CH:17]=3)=[C:14]3[C:9]([C:10]([C:34]([F:37])([F:36])[F:35])=[CH:11][CH:12]=[CH:13]3)=[N:8]2)=[C:4]([F:40])[CH:3]=1.[BH4-].[Na+]>CCO>[Cl:1][C:2]1[CH:39]=[CH:38][C:5]([CH2:6][N:7]2[C:15]([C:16]3[CH:33]=[CH:32][C:19]([O:20][C:21]4[CH:30]=[CH:29][CH:28]=[C:27]5[C:22]=4[CH2:23][CH2:24][CH2:25][CH:26]5[OH:31])=[CH:18][CH:17]=3)=[C:14]3[C:9]([C:10]([C:34]([F:36])([F:37])[F:35])=[CH:11][CH:12]=[CH:13]3)=[N:8]2)=[C:4]([F:40])[CH:3]=1 |f:1.2|. Reported procedure: 5-{4-[2-(4-chloro-2-fluorobenzyl)-7-(trifluoromethyl)-2H-indazol-3-yl]phenoxy}-3,4-dihydronaphthalen-1(2H)-one (330 mg, 0.58 mmol) dissolved in 10 mL of EtOH was added to a slurry of NaBH4 in EtOH and stirred at room temperature overnight. The reaction mixture was quenched with H2O and stirred for 15 min. Filtration of the mixture was followed by extraction with CH2Cl2. The combined organic phases were dried, evaporated and the crude material was purified by HPLC using a gradient with an acidic ... The reactants are CCC#Cc1cc(OC)ccn1, CCOCC, ClCCl, Cc1cc(C)c(S(=O)(=O)ON)c(C)c1. Product: CCC#Cc1cc(OC)cc[n+]1N, Cc1cc(C)c(S(=O)(=O)[O-])c(C)c1. RXN SMILES: [C:1](#[C:2][CH2:3][CH3:4])[c:5]1[n:6][cH:7][cH:8][c:9]([O:11][CH3:12])[cH:10]1.[CH3:27][CH2:28][O:29][CH2:30][CH3:31].[Cl:32][CH2:33][Cl:34].[c:13]1([CH3:26])[c:14]([S:21](=[O:22])(=[O:23])[O:24][NH2:25])[c:15]([CH3:20])[cH:16][c:17]([CH3:19])[cH:18]1>>[C:1](#[C:2][CH2:3][CH3:4])[c:5]1[n+:6]([NH2:25])[cH:7][cH:8][c:9]([O:11][CH3:12])[cH:10]1.[c:13]1([CH3:26])[c:14]([S:21](=[O:22])(=[O:23])[O-:24])[c:15]([CH3:20])[cH:16][c:17]([CH3:19])[cH:18]1. Reactants: C(C)(C)[N-]C(C)C.[Li+] (lithium diisopropylamide), ClC1=CC2=C(C=3C(CN=C2C2=C(C=CC=C2)F)=CNC3C)C=C1 (8-chloro-6-(2-fluorophenyl)-1-methyl-2H,4H-pyrrolo[3,4-d][2]benzazepine), C(C#C)Br (propargyl bromide), O (Water). Solvent: O1CCCC1 (tetrahydrofuran), O1CCCC1 (tetrahydrofuran), C1(=CC=CC=C1)C (toluene). Run at temperature -20 celsius, time 5 minute. Product: ClC1=CC2=C(C=3C(CN=C2C2=C(C=CC=C2)F)=C(NC3C)CC#C)C=C1 (8-Chloro-6-(2-fluorophenyl)-1-methyl-3-(2-propynyl)-2H,4H-pyrrolo[3,4-d][2]benzazepine). Reaction SMILES: [CH:1]([N-]C(C)C)([CH3:3])[CH3:2].[Li+].[Cl:9][C:10]1[CH:31]=[CH:30][C:13]2[C:14]3[C:15](=[CH:26][NH:27][C:28]=3[CH3:29])[CH2:16][N:17]=[C:18]([C:19]3[CH:24]=[CH:23][CH:22]=[CH:21][C:20]=3[F:25])[C:12]=2[CH:11]=1.C(Br)C#C.O>O1CCCC1.C1(C)C=CC=CC=1>[Cl:9][C:10]1[CH:31]=[CH:30][C:13]2[C:14]3[C:15](=[C:26]([CH2:3][C:1]#[CH:2])[NH:27][C:28]=3[CH3:29])[CH2:16][N:17]=[C:18]([C:19]3[CH:24]=[CH:23][CH:22]=[CH:21][C:20]=3[F:25])[C:12]=2[CH:11]=1 |f:0.1|. Reported procedure: By means of a syringe 7 ml (4.2 mmole) of a 0.62 M tetrahydrofuran solution of lithium diisopropylamide was added dropwise to a solution of 1.3 g (4.0 mmole) of 8-chloro-6-(2-fluorophenyl)-1-methyl-2H,4H-pyrrolo[3,4-d][2]benzazepine in 30 ml of dry tetrahydrofuran which was cooled to -20° C. The solution was stirred at -20° C. for 5 minutes followed by the addition of 2.4 ml (25 mmole) of 80% propargyl bromide in toluene. The mixture was allowed to warm to room temperature and stirred for 2 hour... Starting materials: NC1C2CC3CC1CN(C3)C2, O=C(O)c1ccc(Oc2ccccc2)cc1. Product: O=C(NC1C2CC3CC1CN(C3)C2)c1ccc(Oc2ccccc2)cc1. Reaction SMILES: [N:1]12[CH2:2][CH:3]3[CH:4]([NH2:11])[CH:5]([CH2:6][CH:7]([CH2:8]1)[CH2:9]3)[CH2:10]2.[O:12]([c:13]1[cH:14][cH:15][cH:16][cH:17][cH:18]1)[c:19]1[cH:20][cH:21][c:22]([C:23](=[O:24])[OH:25])[cH:26][cH:27]1>>[N:1]12[CH2:2][CH:3]3[CH:4]([NH:11][C:23]([c:22]4[cH:21][cH:20][c:19]([O:12][c:13]5[cH:14][cH:15][cH:16][cH:17][cH:18]5)[cH:27][cH:26]4)=[O:24])[CH:5]([CH2:6][CH:7]([CH2:8]1)[CH2:9]3)[CH2:10]2. The reactants are C(C)(C)(C)NS(=O)(=O)C1=CC=C(C=C1)C=1N=CN(C1)C1=NC(=CC(=N1)C)C1=CC=C(C=C1)Cl (N-tert-butyl-4-{1-[6-(4-chloro-phenyl)-4-methyl-pyrimidin-2-yl]-1H-imidazol-4-yl}-benzenesulfonamide), C(=O)(C(F)(F)F)O (TFA). The product is ClC1=CC=C(C=C1)C1=NC(=NC(=C1)C)N1C=NC(=C1)C1=CC=C(C=C1)S(=O)(=O)N (4-{1-[4-(4-Chloro-phenyl)-6-methyl-pyrimidin-2-yl]-1H-imidazol-4-yl}-benzenesulfonamide). Yield: 9.0%. Run at time 15 hour. RXN SMILES: C([NH:5][S:6]([C:9]1[CH:14]=[CH:13][C:12]([C:15]2[N:16]=[CH:17][N:18]([C:20]3[N:25]=[C:24]([CH3:26])[CH:23]=[C:22]([C:27]4[CH:32]=[CH:31][C:30]([Cl:33])=[CH:29][CH:28]=4)[N:21]=3)[CH:19]=2)=[CH:11][CH:10]=1)(=[O:8])=[O:7])(C)(C)C.C(O)(C(F)(F)F)=O>ClCCl>[Cl:33][C:30]1[CH:29]=[CH:28][C:27]([C:22]2[CH:23]=[C:24]([CH3:26])[N:25]=[C:20]([N:18]3[CH:19]=[C:15]([C:12]4[CH:13]=[CH:14][C:9]([S:6]([NH2:5])(=[O:7])=[O:8])=[CH:10][CH:11]=4)[N:16]=[CH:17]3)[N:21]=2)=[CH:32][CH:31]=1. Solvent: ClCCl (dichloromethane). Reported procedure: To a cooled and stirred solution of N-tert-butyl-4-{1-[6-(4-chloro-phenyl)-4-methyl-pyrimidin-2-yl]-1H-imidazol-4-yl}-benzenesulfonamide (0.64 g) in dichloromethane (7 mL) was added TFA (7 mL) and the reaction mixture was allowed to stir at room temperature for 15 h. The mixture was evaporated to dryness and saturated NaHCO3 solution (5 mL), diethyl ether and heptane were added. The mixture was stirred at room temperature for 1 h, the precipitate was collected by filtration, washed with water an... The reactants are C[Si](C)(C)CCOCn1nc(-c2cccc(Br)n2)c2cnc(NCCN3CCCCC3)nc21, CC(C)(C)[O-], N#N, NCc1ccccc1, [Na+], C1COCCO1, O=C(C=Cc1ccccc1)C=Cc1ccccc1, O=C(C=Cc1ccccc1)C=Cc1ccccc1, O=C(C=Cc1ccccc1)C=Cc1ccccc1, [Pd], [Pd]. Product: C[Si](C)(C)CCOCn1nc(-c2cccc(NCc3ccccc3)n2)c2cnc(NCCN3CCCCC3)nc21. RXN SMILES: [Br:1][c:2]1[cH:3][cH:4][cH:5][c:6](-[c:8]2[n:9][n:10]([CH2:26][O:27][CH2:28][CH2:29][Si:30]([CH3:31])([CH3:32])[CH3:33])[c:11]3[n:12][c:13]([NH:17][CH2:18][CH2:19][N:20]4[CH2:21][CH2:22][CH2:23][CH2:24][CH2:25]4)[n:14][cH:15][c:16]23)[n:7]1.[CH3:42][C:43]([CH3:44])([O-:45])[CH3:46].[N:48]#[N:49].[NH2:34][CH2:35][c:36]1[cH:37][cH:38][cH:39][cH:40][cH:41]1.[Na+:47].[O:106]1[CH2:107][CH2:108][O:109][CH2:110][CH2:111]1.[O:52]=[C:53]([CH:54]=[CH:55][c:56]1[cH:57][cH:58][cH:59][cH:60][cH:61]1)[CH:62]=[CH:63][c:64]1[cH:65][cH:66][cH:67][cH:68][cH:69]1.[O:70]=[C:71]([CH:72]=[CH:73][c:74]1[cH:75][cH:76][cH:77][cH:78][cH:79]1)[CH:80]=[CH:81][c:82]1[cH:83][cH:84][cH:85][cH:86][cH:87]1.[O:88]=[C:89]([CH:90]=[CH:91][c:92]1[cH:93][cH:94][cH:95][cH:96][cH:97]1)[CH:98]=[CH:99][c:100]1[cH:101][cH:102][cH:103][cH:104][cH:105]1.[Pd:50].[Pd:51]>>[c:2]1([NH:34][CH2:35][c:36]2[cH:37][cH:38][cH:39][cH:40][cH:41]2)[cH:3][cH:4][cH:5][c:6](-[c:8]2[n:9][n:10]([CH2:26][O:27][CH2:28][CH2:29][Si:30]([CH3:31])([CH3:32])[CH3:33])[c:11]3[n:12][c:13]([NH:17][CH2:18][CH2:19][N:20]4[CH2:21][CH2:22][CH2:23][CH2:24][CH2:25]4)[n:14][cH:15][c:16]23)[n:7]1. Starting materials: CC(C)(COCC(=O)O)NC(=O)OC(C)(C)C, ClCCl, CCN=C=NCCCN(C)C, CCN(C(C)C)C(C)C, Cl, CNC(=O)C(Cc1ccc(F)cc1)N(C)C(=O)C(Cc1ccc2ccccc2c1)NC, On1nnc2cccnc21. Product: CNC(=O)C(Cc1ccc(F)cc1)N(C)C(=O)C(Cc1ccc2ccccc2c1)N(C)C(=O)COCC(C)(C)NC(=O)OC(C)(C)C. As a reaction SMILES: [C:1]([CH3:2])([CH3:3])([CH3:4])[O:5][C:6](=[O:7])[NH:8][C:9]([CH2:10][O:11][CH2:12][C:13](=[O:14])[OH:15])([CH3:16])[CH3:17].[CH2:80]([Cl:81])[Cl:82].[CH3:29][N:30]([CH3:31])[CH2:32][CH2:33][CH2:34][N:35]=[C:36]=[N:37][CH2:38][CH3:39].[CH:71]([N:72]([CH:73]([CH3:74])[CH3:75])[CH2:76][CH3:77])([CH3:78])[CH3:79].[ClH:28].[F:40][c:41]1[cH:42][cH:43][c:44]([CH2:47][CH:48]([C:49]([NH:50][CH3:51])=[O:52])[N:53]([C:54]([CH:55]([CH2:56][c:57]2[cH:58][c:59]3[cH:60][cH:61][cH:62][cH:63][c:64]3[cH:65][cH:66]2)[NH:67][CH3:68])=[O:69])[CH3:70])[cH:45][cH:46]1.[OH:18][n:19]1[c:20]2[n:21][cH:22][cH:23][cH:24][c:25]2[n:26][n:27]1>>[C:1]([CH3:2])([CH3:3])([CH3:4])[O:5][C:6](=[O:7])[NH:8][C:9]([CH2:10][O:11][CH2:12][C:13](=[O:15])[N:67]([CH:55]([C:54]([N:53]([CH:48]([CH2:47][c:44]1[cH:43][cH:42][c:41]([F:40])[cH:46][cH:45]1)[C:49]([NH:50][CH3:51])=[O:52])[CH3:70])=[O:69])[CH2:56][c:57]1[cH:58][c:59]2[cH:60][cH:61][cH:62][cH:63][c:64]2[cH:65][cH:66]1)[CH3:68])([CH3:16])[CH3:17]. Reactants: C(CCCCCCCO)O (1,8-octanediol), FC1=C(COCCCCCCCC(=O)O)C=CC=C1 (8-(2-fluoro-benzyloxy)-octanoic acid), Cl.Cl.C(C1=CC=CC=C1)OC(C[C@H](CN(C)C)N)=O ((R)-3-amino-4-dimethylamino-butyric acid benzyl ester dihydrochloride), FC1=C(CBr)C=CC=C1 (2-fluorobenzyl bromide), FC1=C(COCCCCCCCCO)C=CC=C1 (8-(2-fluoro-benzyloxy)-octan-1-ol). Product: C(C1=CC=CC=C1)OC(C[C@H](CN(C)C)NC(CCCCCCCOCC1=C(C=CC=C1)F)=O)=O ((R)-3-[8-(2-fluoro-benzyloxy)-octanoylamino]-4-dimethylamino-butyric acid benzyl ester). Reaction SMILES: C(O)CCCCCCCO.FC1C=CC=CC=1CBr.[F:20][C:21]1[CH:37]=[CH:36][CH:35]=[CH:34][C:22]=1[CH2:23][O:24][CH2:25][CH2:26][CH2:27][CH2:28][CH2:29][CH2:30][CH2:31][CH2:32][OH:33].FC1C=CC=CC=1COCCCCCCCC(O)=O.Cl.Cl.[CH2:59]([O:66][C:67](=[O:75])[CH2:68][C@@H:69]([NH2:74])[CH2:70][N:71]([CH3:73])[CH3:72])[C:60]1[CH:65]=[CH:64][CH:63]=[CH:62][CH:61]=1>>[CH2:59]([O:66][C:67](=[O:75])[CH2:68][C@@H:69]([NH:74][C:32](=[O:33])[CH2:31][CH2:30][CH2:29][CH2:28][CH2:27][CH2:26][CH2:25][O:24][CH2:23][C:22]1[CH:34]=[CH:35][CH:36]=[CH:37][C:21]=1[F:20])[CH2:70][N:71]([CH3:72])[CH3:73])[C:60]1[CH:65]=[CH:64][CH:63]=[CH:62][CH:61]=1 |f:4.5.6|. Procedure: The title compound, m/e=397.4 ([M+H]+), was produced in analogy with intermediate 1, steps 1 to 4. Thus, 1,8-octanediol was alkylated in step 1 with 2-fluorobenzyl bromide, leading to 8-(2-fluoro-benzyloxy)-octan-1-ol, which was oxidized in step 2 to 8-(2-fluoro-benzyloxy)-octanoic acid. This was coupled in step 3 with (R)-3-amino-4-dimethylamino-butyric acid benzyl ester dihydrochloride to produce (R)-3-[8-(2-fluoro-benzyloxy)-octanoylamino]-4-dimethylamino-butyric acid benzyl ester, which was ...